Dataset: the Open Reaction Database (ORD), a public repository of structured organic reaction records. Task: describe an organic reaction: reactants, conditions, products, and yield The reactants are C(C)(=O)N1C(SC2=C1C=CC=C2)C2=C(C=CC=C2)OCCCC(=O)OCC (3-acetyl-2-[2-[3-(ethoxycarbonyl)propoxy]phenyl]benzothiazoline), [OH-].[Na+] (sodium hydroxide). The solvent is CO (methanol). Conditions: time 2 hour. Product: C(C)(=O)N1C(SC2=C1C=CC=C2)C2=C(C=CC=C2)OCCCC(=O)O (3-Acetyl-2-[2-[3-(carboxy)propoxy]phenyl]benzothiazoline). Yield: 80.0%. Reaction SMILES: [C:1]([N:4]1[C:8]2[CH:9]=[CH:10][CH:11]=[CH:12][C:7]=2[S:6][CH:5]1[C:13]1[CH:18]=[CH:17][CH:16]=[CH:15][C:14]=1[O:19][CH2:20][CH2:21][CH2:22][C:23]([O:25]CC)=[O:24])(=[O:3])[CH3:2].[OH-].[Na+]>CO>[C:1]([N:4]1[C:8]2[CH:9]=[CH:10][CH:11]=[CH:12][C:7]=2[S:6][CH:5]1[C:13]1[CH:18]=[CH:17][CH:16]=[CH:15][C:14]=1[O:19][CH2:20][CH2:21][CH2:22][C:23]([OH:25])=[O:24])(=[O:3])[CH3:2] |f:1.2|. Procedure: To the solution of 7.71 g of 3-acetyl-2-[2-[3-(ethoxycarbonyl)propoxy]phenyl]benzothiazoline in 50 ml of methanol, 2N-sodium hydroxide solution is added and the reaction mixture is stirred for 2 hours at room temperature. Methanol is removed off in vacuo. The residue is acidified with 2N-hydrochloric acid to give 5.72 g (80%) of the titled compound. The reactants are CCC(NC(c1ccccc1)(c1ccccc1)c1ccccc1)C(O)C(C)C, ClCCl, O=C(O)C(F)(F)F. The product is CCC(N)C(O)C(C)C. As a reaction SMILES: [CH3:1][CH:2]([CH3:3])[CH:4]([CH:5]([CH2:6][CH3:7])[NH:8][C:9]([c:10]1[cH:11][cH:12][cH:13][cH:14][cH:15]1)([c:16]1[cH:17][cH:18][cH:19][cH:20][cH:21]1)[c:22]1[cH:23][cH:24][cH:25][cH:26][cH:27]1)[OH:28].[Cl:36][CH2:37][Cl:38].[F:29][C:30]([F:31])([F:32])[C:33]([OH:34])=[O:35]>>[CH3:1][CH:2]([CH3:3])[CH:4]([CH:5]([CH2:6][CH3:7])[NH2:8])[OH:28]. Reactants: 160C, C7H4BrNO4, BrC1=C(C=CC(=C1)[N+](=O)[O-])C (2-bromo-4-nitrotoluene), N1=CC=CC=C1 (pyridine), O (water), [O-][Mn](=O)(=O)=O.[K+] (KMnO4). Product: BrC1=C(C(=O)O)C=CC(=C1)[N+](=O)[O-] (2-bromo-4-nitrobenzoic acid). Reaction SMILES: [Br:1][C:2]1[CH:7]=[C:6]([N+:8]([O-:10])=[O:9])[CH:5]=[CH:4][C:3]=1[CH3:11].N1C=CC=CC=1.[O-:18][Mn](=O)(=O)=O.[K+].[OH2:24]>>[Br:1][C:2]1[CH:7]=[C:6]([N+:8]([O-:10])=[O:9])[CH:5]=[CH:4][C:3]=1[C:11]([OH:18])=[O:24] |f:2.3|. Procedure: 2-bromo-4-nitrotoluene (5.00 g, 23.14 mmol) was dissolved into pyridine (23 ml) and water (46 ml). The heterogeneous mixture was heated to 60 ∞C and KMnO4 (18.29 g, 115.7 mmol) was added carefully. The mixture was then heated under reflux overnight. The reaction mixture was filtered and washed with boiling water. The solution was then made acidic and extracted into ethyl acetate, dried over Na2SO4, and the solvent was removed in vacuo. A crude NMR revealed remaining starting material so the soli... Starting materials: O1CC(CC1)C(=O)NN (tetrahydrofuran-3-carbohydrazide), C(C)C1=C(C(=O)N2CCC(CC2)C2=CC=C(C#N)C=C2)C=C(C(=C1)CC)C1=NN=C(N1)CCOC (4-(1-(2,4-diethyl-5-(5-(2-methoxyethyl)-4H-1,2,4-triazol-3-yl)benzoyl)piperidin-4-yl)benzonitrile), C(C)C1=C(C(=O)N2CCC(CC2)C2=CC=C(C#N)C=C2)C=C(C(=C1)CC)C1=NN=C(N1)CCOC (4-(1-(2,4-diethyl-5-(5-(2-methoxyethyl)-4H-1,2,4-triazol-3-yl)benzoyl)piperidin-4-yl)benzonitrile), COCCC(=O)NN (3-methoxypropanehydrazide), O1CC(CC1)C(=O)NN (tetrahydrofuran-3-carbohydrazide). Product: C(C)C1=C(C(=O)N2CCC(CC2)C2=CC=C(C#N)C=C2)C=C(C(=C1)CC)C1=NN=C(N1)C1COCC1 (4-(1-(2,4-Diethyl-5-(5-(tetrahydrofuran-3-yl)-4H-1,2,4-triazol-3-yl)benzoyl)piperidin-4-yl)benzonitrile). As a reaction SMILES: [CH2:1]([C:3]1[CH:24]=[C:23]([CH2:25][CH3:26])[C:22]([C:27]2[NH:31][C:30]([CH2:32][CH2:33][O:34][CH3:35])=[N:29][N:28]=2)=[CH:21][C:4]=1[C:5]([N:7]1[CH2:12][CH2:11][CH:10]([C:13]2[CH:20]=[CH:19][C:16]([C:17]#[N:18])=[CH:15][CH:14]=2)[CH2:9][CH2:8]1)=[O:6])[CH3:2].O1CCC(C(NN)=O)[CH2:37]1.COCCC(NN)=O>>[CH2:1]([C:3]1[CH:24]=[C:23]([CH2:25][CH3:26])[C:22]([C:27]2[NH:31][C:30]([CH:32]3[CH2:37][CH2:35][O:34][CH2:33]3)=[N:29][N:28]=2)=[CH:21][C:4]=1[C:5]([N:7]1[CH2:12][CH2:11][CH:10]([C:13]2[CH:14]=[CH:15][C:16]([C:17]#[N:18])=[CH:19][CH:20]=2)[CH2:9][CH2:8]1)=[O:6])[CH3:2]. Procedure details: The title compound was prepared using standard chemical manipulations and procedures similar to those used for the preparation of 4-(1-(2,4-diethyl-5-(5-(2-methoxyethyl)-4H-1,2,4-triazol-3-yl)benzoyl)piperidin-4-yl)benzonitrile (compound 209) but using tetrahydrofuran-3-carbohydrazide (compound 38.2) instead of 3-methoxypropanehydrazide (compound 143.1). m/z (ES+) 484.05 (M+H)+. Reactants: CCCCCC (Hexane), Cl (hydrogen chloride), O[C@@H]([C@@H](C1=CC(=C(C(=C1)F)F)F)NC(OC(C)(C)C)=O)C (tert-butyl [(1R,2R)-2-hydroxy-1-(3,4,5-trifluorophenyl)propyl]carbamate). Run in O1CCOCC1 (dioxane), O1CCOCC1 (dioxane). Run at time 5 hour. Yields the product Cl.N[C@@H]([C@@H](C)O)C1=CC(=C(C(=C1)F)F)F ((1R,2R)-1-amino-1-(3,4,5-trifluorophenyl)propane-2-ol hydrochloride). RXN SMILES: [ClH:1].[OH:2][C@H:3]([CH3:22])[C@H:4]([NH:14]C(=O)OC(C)(C)C)[C:5]1[CH:10]=[C:9]([F:11])[C:8]([F:12])=[C:7]([F:13])[CH:6]=1.CCCCCC>O1CCOCC1>[ClH:1].[NH2:14][C@H:4]([C:5]1[CH:6]=[C:7]([F:13])[C:8]([F:12])=[C:9]([F:11])[CH:10]=1)[C@H:3]([OH:2])[CH3:22] |f:4.5|. Procedure details: A solution of 4 N hydrogen chloride in dioxane (10 mL) was added to a solution of tert-butyl [(1R,2R)-2-hydroxy-1-(3,4,5-trifluorophenyl)propyl]carbamate (2.85 g) in dioxane (10 mL) at room temperature, and the reaction solution was stirred at room temperature for five hours. Hexane (80 mL) was added to the reaction solution at room temperature, and the reaction solution was stirred at room temperature for 20 minutes. The resulting solid was separated by filtration to obtain (1R,2R)-1-amino-1-(3... The reactants are Cc1nc(N)ccc1Cl, [Na+], [OH-], O=[N+]([O-])O, O=S(=O)(O)O. Product: Cc1nc(N)c([N+](=O)[O-])cc1Cl. As a reaction SMILES: [NH2:1][c:2]1[n:3][c:4]([CH3:9])[c:5]([Cl:8])[cH:6][cH:7]1.[Na+:15].[OH-:14].[OH:10][N+:11]([O-:12])=[O:13].[S:16](=[O:17])(=[O:18])([OH:19])[OH:20]>>[NH2:1][c:2]1[n:3][c:4]([CH3:9])[c:5]([Cl:8])[cH:6][c:7]1[N+:11](=[O:10])[O-:12]. Reactants: P(=O)(Cl)(Cl)Cl (phosphorusoxychloride), CN(CCCC1(C2=C(OCC3=C1C=CC=C3)C=CC(=C2)CCOC(C2=CC=CC=C2)(C2=CC=CC=C2)C2=CC=CC=C2)O)C (11-(3-dimethylaminopropyl)-11-hydroxy-2-(2-triphenylmethyloxyethyl)-6,11-dihydrodibenz[b,e]oxepin). Solvent: N1=CC=CC=C1 (pyridine). Conditions: time 1 hour. Yields the product CN(CCC=C1C2=C(OCC3=C1C=CC=C3)C=CC(=C2)CCOC(C2=CC=CC=C2)(C2=CC=CC=C2)C2=CC=CC=C2)C (11-(3-Dimethylaminopropylidene)-2-(2-triphenylmethyloxyethyl)-6,11-dihydrodibenz[b,e]oxepin). The yield is 70.5%. Reaction SMILES: P(Cl)(Cl)(Cl)=O.[CH3:6][N:7]([CH3:49])[CH2:8][CH2:9][CH2:10][C:11]1(O)[C:17]2[CH:18]=[CH:19][CH:20]=[CH:21][C:16]=2[CH2:15][O:14][C:13]2[CH:22]=[CH:23][C:24]([CH2:26][CH2:27][O:28][C:29]([C:42]3[CH:47]=[CH:46][CH:45]=[CH:44][CH:43]=3)([C:36]3[CH:41]=[CH:40][CH:39]=[CH:38][CH:37]=3)[C:30]3[CH:35]=[CH:34][CH:33]=[CH:32][CH:31]=3)=[CH:25][C:12]1=2>N1C=CC=CC=1>[CH3:49][N:7]([CH3:6])[CH2:8][CH2:9][CH:10]=[C:11]1[C:17]2[CH:18]=[CH:19][CH:20]=[CH:21][C:16]=2[CH2:15][O:14][C:13]2[CH:22]=[CH:23][C:24]([CH2:26][CH2:27][O:28][C:29]([C:30]3[CH:35]=[CH:34][CH:33]=[CH:32][CH:31]=3)([C:42]3[CH:43]=[CH:44][CH:45]=[CH:46][CH:47]=3)[C:36]3[CH:37]=[CH:38][CH:39]=[CH:40][CH:41]=3)=[CH:25][C:12]1=2. Procedure details: In this process, 1.2 g of 11-(3-dimethylaminopropyl)-11-hydroxy-2-(2-triphenylmethyloxyethyl)-6,11-dihydrodibenz[b,e]oxepin is dissolved in 50 ml of pyridine. To the solution is dropwise added 0.8 g of phosphorusoxychloride under a nitrogen atmosphere and ice-cooling. After stirring the mixture at room temperature for one hour, the solvent is distilled away under reduced pressure. The residue is extracted with 100 ml of methylene chloride, and washed with saturated aqueous sodium bicarbonate sol... RXN SMILES: [CH2:18]=[O:19].[CH2:1]([CH3:2])[O:3][C:4](=[O:5])[c:6]1[cH:7][n:8][c:9]2[n:10]([c:11]1=[O:12])[cH:13][cH:14][cH:15][c:16]2[SH:17]>>[CH2:1]([CH3:2])[O:3][C:4](=[O:5])[c:6]1[cH:7][n:8][c:9]2[n:10]([c:11]1=[O:12])[cH:13][cH:14][cH:15][c:16]2[S:17][CH2:18][OH:19]. Yields the product CCOC(=O)c1cnc2c(SCO)cccn2c1=O. Starting materials: C=O, CCOC(=O)c1cnc2c(S)cccn2c1=O. Reactants: N1C=C(C2=CC=CC=C12)CC(C(NCCC1=CC=CC=C1)=O)(C)NC(OCC1C2=CC=CC=C2C=2C=CC=CC12)=O ((±)-9H-Fluoren-9-ylmethyl [1-(1H-indol-3-ylmethyl)-1-methyl-2-oxo-2-[(2-phenylethyl)amino]ethyl]carbamate). Run in N1CCCCC1 (piperidine), CN(C)C=O (DMF). Reaction conditions: time 12 hour. Yields the product NC(C(=O)NCCC1=CC=CC=C1)(CC1=CNC2=CC=CC=C12)C ((±)-α-amino-α-methyl-N-(2-phenylethyl)-1H-indole-3-propanamide). RXN SMILES: [NH:1]1[C:9]2[C:4](=[CH:5][CH:6]=[CH:7][CH:8]=2)[C:3]([CH2:10][C:11]([NH:24]C(=O)OCC2C3C=CC=CC=3C3C2=CC=CC=3)([CH3:23])[C:12](=[O:22])[NH:13][CH2:14][CH2:15][C:16]2[CH:21]=[CH:20][CH:19]=[CH:18][CH:17]=2)=[CH:2]1>N1CCCCC1.CN(C=O)C>[NH2:24][C:11]([CH3:23])([CH2:10][C:3]1[C:4]2[C:9](=[CH:8][CH:7]=[CH:6][CH:5]=2)[NH:1][CH:2]=1)[C:12]([NH:13][CH2:14][CH2:15][C:16]1[CH:21]=[CH:20][CH:19]=[CH:18][CH:17]=1)=[O:22]. Procedure details: (±)-9H-Fluoren-9-ylmethyl [1-(1H-indol-3-ylmethyl)-1-methyl-2-oxo-2-[(2-phenylethyl)amino]ethyl]carbamate (10 g, 18.4 mmol) was dissolved in a 20% piperidine in DMF solution (50 mL) and stirred for 12 hours at room temperature. The solvent was removed in vacuo and chromatographed over silica gel using CH2Cl2 then 5% MeOH:95% CH2Cl2 as eluants. The title compound was crystallized from ethyl acetate (4.73 g, 80%), mp 106°-110° C. (EtOAc); IR (film) 1646 cm-1 ; NMR (CDCl3) δ1.39 (3H, s), 2.56-2.74 ...